describe an organic reaction: reactants, conditions, products, and yield From a dataset of the Open Reaction Database (ORD), a public repository of structured organic reaction records. Reactants: C(C1=CC=CC=C1)N1N=C(C(=C1)[N+](=O)[O-])N1C(OCC1)=O (N-(1-benzyl-4-nitropyrazolyl) oxazolidine-2-one), [OH-].[Na+] (sodium hydroxide). Solvent: 5. The product is C(C1=CC=CC=C1)N1N=C(C(=C1)[N+](=O)[O-])NCCO (1-benzyl-3-(β-hydroxyethyl)amino-4nitropyrazol). As a reaction SMILES: [CH2:1]([N:8]1[CH:12]=[C:11]([N+:13]([O-:15])=[O:14])[C:10]([N:16]2[CH2:20][CH2:19][O:18]C2=O)=[N:9]1)[C:2]1[CH:7]=[CH:6][CH:5]=[CH:4][CH:3]=1.[OH-].[Na+]>>[CH2:1]([N:8]1[CH:12]=[C:11]([N+:13]([O-:15])=[O:14])[C:10]([NH:16][CH2:20][CH2:19][OH:18])=[N:9]1)[C:2]1[CH:3]=[CH:4][CH:5]=[CH:6][CH:7]=1 |f:1.2|. Procedure: 1 00 g (0.35 mmoles) of N-(1-benzyl-4-nitropyrazolyl) oxazolidine-2-one is heated in 10 ml 5 normal sodium hydroxide solution for 4 hours at 70° C. The solvent is distilled off in the rotary evaporator in vacuum and the residue is separated by means of column chromatography using silica gel with a mixture of chloroform and methanol (10:1). Starting materials: FC1=CC=C(CN2C(C=3N(CC2)C(C=C(C3O)O)=O)=O)C=C1 (2-(4-fluorobenzyl)-8,9-dihydroxy-3,4-dihydro-2H-pyrido[1,2-a]pyrazine-1,6-dione), ClC=1C=C(CN2C(C=3N(CC2)C(C=C(C3O)O)=O)=O)C=CC1F (2-(3-chloro4-fluorobenzyl)-8,9-dihydroxy-3,4-dihydro-2H-pyrido[1,2-a]pyrazine-1,6-dione). Yields the product ClC=1C=C(CN2C(C=3N(CC2)C(C(=C(C3O)O)CN3CCCCC3)=O)=O)C=CC1F (2-(3-Chloro4-fluorobenzyl)-8,9-dihydroxy-7-(piperidin-1-ylmethyl)-3,4dihydro-2H-pyrido[1,2-a]pyrazine-1,6dione). As a reaction SMILES: FC1C=CC(CN2C[CH2:11][N:10]3[C:13](=O)[CH:14]=[C:15](O)[C:16](O)=[C:9]3C2=O)=CC=1.[Cl:23][C:24]1[CH:25]=[C:26]([CH:42]=[CH:43][C:44]=1[F:45])[CH2:27][N:28]1[CH2:33][CH2:32][N:31]2[C:34](=[O:40])[CH:35]=[C:36]([OH:39])[C:37]([OH:38])=[C:30]2[C:29]1=[O:41]>>[Cl:23][C:24]1[CH:25]=[C:26]([CH:42]=[CH:43][C:44]=1[F:45])[CH2:27][N:28]1[CH2:33][CH2:32][N:31]2[C:34](=[O:40])[C:35]([CH2:11][N:10]3[CH2:13][CH2:14][CH2:15][CH2:16][CH2:9]3)=[C:36]([OH:39])[C:37]([OH:38])=[C:30]2[C:29]1=[O:41]. Procedure details: The title compound was prepared using a procedure similar to that described in Example 11, except that 2-(4-fluorobenzyl)-8,9-dihydroxy-3,4-dihydro-2H-pyrido[1,2-a]pyrazine-1,6-dione was substituted with 2-(3-chloro4-fluorobenzyl)-8,9-dihydroxy-3,4-dihydro-2H-pyrido[1,2-a]pyrazine-1,6-dione.